This data is from the Open Reaction Database (ORD), a public repository of structured organic reaction records. The task is: describe an organic reaction: reactants, conditions, products, and yield Reactants: ClC=1C=NC2=C(C(=CC=C2C1)Cl)CCl (3,7-dichloro-8-chloromethylquinoline), [Na] (sodium), CN(C=O)C (dimethylformamide). Product: ClC=1C=NC2=C(C(=CC=C2C1)Cl)COC1=CC=C(C=C1)Cl (3,7-dichloro-8-p-chlorophenoxymethylquinoline). RXN SMILES: [Cl:1][C:2]1[CH:3]=[N:4][C:5]2[C:10]([CH:11]=1)=[CH:9][CH:8]=[C:7]([Cl:12])[C:6]=2[CH2:13]Cl.[Na].CN(C)[CH:18]=[O:19]>>[Cl:1][C:2]1[CH:3]=[N:4][C:5]2[C:10]([CH:11]=1)=[CH:9][CH:8]=[C:7]([Cl:12])[C:6]=2[CH2:13][O:19][C:18]1[CH:9]=[CH:8][C:7]([Cl:12])=[CH:6][CH:5]=1 |^1:14|. Procedure details: 24.6 parts of 3,7-dichloro-8-chloromethylquinoline (Example 1) and 15 parts of sodium p-chlorophenate in 200 parts of dimethylformamide were stirred at 100° C. for 10 hours. The solvent was distilled off, water was added to the residue and the solid was filtered off with suction, dried and recrystallized from a suitable solvent. 32 parts of 3,7-dichloro-8-p-chlorophenoxymethylquinoline of melting point 110° C. were obtained. The yield corresponds to 95% of theory.